From a dataset of the Open Reaction Database (ORD), a public repository of structured organic reaction records. describe an organic reaction: reactants, conditions, products, and yield Reactants: NC1=C(C=CC(=C1Cl)OC)C(=O)C ((2-amino-3-chloro-4-methoxyphenyl)(methyl)ketone), C(C)(C)C=1N=C(SC1)C(=O)NC1=C(C=CC(=C1C)OC)C(C)=O (2′-[[(4-isopropylthiazole-2-yl)(oxo)methyl]amino]-4′-methoxy-3′-methylacetophenone). The product is C(C)(C)C=1N=C(SC1)C(=O)NC1=C(C=CC(=C1Cl)OC)C(C)=O (2′-[[(4-isopropylthiazole-2-yl)(oxo)methyl]amino]-3′-chloro-4′-methoxyacetophenone). Reaction SMILES: [NH2:1][C:2]1[C:7]([Cl:8])=[C:6]([O:9][CH3:10])[CH:5]=[CH:4][C:3]=1[C:11]([CH3:13])=[O:12].[CH:14]([C:17]1[N:18]=[C:19]([C:22](NC2C(C)=C(OC)C=CC=2C(=O)C)=[O:23])[S:20][CH:21]=1)([CH3:16])[CH3:15]>>[CH:14]([C:17]1[N:18]=[C:19]([C:22]([NH:1][C:2]2[C:7]([Cl:8])=[C:6]([O:9][CH3:10])[CH:5]=[CH:4][C:3]=2[C:11](=[O:12])[CH3:13])=[O:23])[S:20][CH:21]=1)([CH3:16])[CH3:15]. Reported procedure: The title product 51 was prepared (79%) from (2-amino-3-chloro-4-methoxyphenyl)-(methyl)ketone (50) following the procedure reported for 2′-[[(4-isopropylthiazole-2-yl)(oxo)methyl]amino]-4′-methoxy-3′-methylacetophenone (35): m/z=353 (M+H)+. Starting materials: C([O-])([O-])=O.[Cs+].[Cs+] (cesium carbonate), C1(=CC=CC=C1)C (toluene), C(C)(C)(C)OC(=O)N1C[C@H](CC1)N (3(S)-aminopyrrolidine-1-carboxylic acid tert-butyl ester), BrC=1C=C(C#N)C=CC1 (3-bromobenzonitrile). Reagents/catalysts: C(C)(=O)[O-].[Pd+2].C(C)(=O)[O-] (palladium acetate), C=1C=CC(=CC1)P(C=2C=CC=CC2)C3=CC=C4C=CC=CC4=C3C5=C6C=CC=CC6=CC=C5P(C=7C=CC=CC7)C=8C=CC=CC8 (BINAP). Run in ClCCl (dichloromethane), O (water). Product: C(C)(C)(C)OC(=O)N1C[C@H](CC1)NC1=CC(=CC=C1)C#N (3(S)-(3-cyanophenylamino)pyrrolidine-1-carboxylic acid tert-butyl ester). Isolated yield 54.3%. Reaction SMILES: C1(C)C=CC=CC=1.[C:8]([O:12][C:13]([N:15]1[CH2:19][CH2:18][C@H:17]([NH2:20])[CH2:16]1)=[O:14])([CH3:11])([CH3:10])[CH3:9].Br[C:22]1[CH:23]=[C:24]([CH:27]=[CH:28][CH:29]=1)[C:25]#[N:26].C(=O)([O-])[O-].[Cs+].[Cs+]>C([O-])(=O)C.[Pd+2].C([O-])(=O)C.C1C=CC(P(C2C(C3C(P(C4C=CC=CC=4)C4C=CC=CC=4)=CC=C4C=3C=CC=C4)=C3C(C=CC=C3)=CC=2)C2C=CC=CC=2)=CC=1.ClCCl.O>[C:8]([O:12][C:13]([N:15]1[CH2:19][CH2:18][C@H:17]([NH:20][C:22]2[CH:29]=[CH:28][CH:27]=[C:24]([C:25]#[N:26])[CH:23]=2)[CH2:16]1)=[O:14])([CH3:11])([CH3:9])[CH3:10] |f:3.4.5,6.7.8|. Procedure details: To a toluene solution (7 ml) containing 2.82 g of 3(S)-aminopyrrolidine-1-carboxylic acid tert-butyl ester (15 mmol) and 1.82 g of 3-bromobenzonitrile (10 mmol) were added 68.5 mg of BINAP (0.11 mmol), 22.5 mg of palladium acetate (0.1 mmol) and 3.91 g of cesium carbonate (12 mmol). The mixture was heated under reflux under a nitrogen atmosphere for 8 hours. After cooling to room temperature, water was added to the reaction solution, and extraction with dichloromethane was performed. After dryin... Starting materials: ClC1=NC=CC=C1F (2-chloro-3-fluoropyridine), Heterocyclic, NCC1CCN(CC1)C(=O)OCC1=CC=CC=C1 (benzyl 4(aminomethyl)piperidine-1-carboxylate), C(C)(C)N(CC)C(C)C (diisopropylethylamine). The solvent is COCCO (2-methoxyethanol). Yields the product C(C1=CC=CC=C1)OC(=O)N1CCC(CC1)CNC1=NC=CC=C1F (4-[(3-Fluoro-pyridin-2-ylamino)-methyl]-piperidine-1-carboxylic acid benzyl ester). RXN SMILES: Cl[C:2]1[C:7]([F:8])=[CH:6][CH:5]=[CH:4][N:3]=1.[NH2:9][CH2:10][CH:11]1[CH2:16][CH2:15][N:14]([C:17]([O:19][CH2:20][C:21]2[CH:26]=[CH:25][CH:24]=[CH:23][CH:22]=2)=[O:18])[CH2:13][CH2:12]1.C(N(C(C)C)CC)(C)C>COCCO>[CH2:20]([O:19][C:17]([N:14]1[CH2:15][CH2:16][CH:11]([CH2:10][NH:9][C:2]2[C:7]([F:8])=[CH:6][CH:5]=[CH:4][N:3]=2)[CH2:12][CH2:13]1)=[O:18])[C:21]1[CH:26]=[CH:25][CH:24]=[CH:23][CH:22]=1. Procedure: A solution of 2-chloro-3-fluoropyridine (prepared in a manner similar to that described by W. J. Link, R. F. Borne and F. L. Setliff, J. Heterocyclic Chem. 4, 641–3, 1967) (131 mg 1 mmol), benzyl 4-(aminomethyl)-piperidine-1-carboxylate (EXAMPLE 13, STEP 1) (248 mg, 1 mol) and diisopropylethylamine (129 mg, 1 mmol) were heated to reflux in 2-methoxyethanol for 2 days under nitrogen. The reaction mixture was concentrated, partitioned between ethyl acetate and water, the organic layer washed with ... Reactants: CCCc1nc(C#N)c(C#N)[nH]1, CCOCC, CC(C)[Mg+], [I-]. Product: CCCc1nc(C(=O)C(C)C)c(C#N)[nH]1. Reaction SMILES: [CH2:1]([CH2:2][CH3:3])[c:4]1[nH:5][c:6]([C:11]#[N:12])[c:7]([C:9]#[N:10])[n:8]1.[CH3:18][CH2:19][O:20][CH2:21][CH3:22].[CH:14]([CH3:15])([CH3:16])[Mg+:17].[I-:13]>>[CH2:1]([CH2:2][CH3:3])[c:4]1[n:5][c:6]([C:11]([CH:14]([CH3:15])[CH3:16])=[O:20])[c:7]([C:9]#[N:10])[nH:8]1. RXN SMILES: [CH3:33][O:34][CH2:35][CH2:36][C:37](=[O:38])[OH:39].[CH3:41][N:42]([CH3:43])[CH2:44][CH2:45][CH2:46][N:47]=[C:48]=[N:49][CH2:50][CH3:51].[CH3:52][N:53]([CH3:54])[c:55]1[cH:56][cH:57][n:58][cH:59][cH:60]1.[CH3:66][CH2:67][O:68][C:69](=[O:70])[CH3:71].[ClH:40].[F:1][c:2]1[cH:3][c:4]([N:21]2[C:22](=[O:32])[O:23][CH:24]([CH2:26][n:27]3[n:28][n:29][cH:30][cH:31]3)[CH2:25]2)[cH:5][cH:6][c:7]1-[c:8]1[cH:9][n:10][c:11]([C:14]2=[N:15][O:16][CH:17]([CH2:19][OH:20])[CH2:18]2)[cH:12][cH:13]1.[O:61]=[CH:62][N:63]([CH3:64])[CH3:65]>>[F:1][c:2]1[cH:3][c:4]([N:21]2[C:22](=[O:32])[O:23][CH:24]([CH2:26][n:27]3[n:28][n:29][cH:30][cH:31]3)[CH2:25]2)[cH:5][cH:6][c:7]1-[c:8]1[cH:9][n:10][c:11]([C:14]2=[N:15][O:16][CH:17]([CH2:19][O:20][C:37]([CH2:36][CH2:35][O:34][CH3:33])=[O:38])[CH2:18]2)[cH:12][cH:13]1. Reactants: COCCC(=O)O, CCN=C=NCCCN(C)C, CN(C)c1ccncc1, CCOC(C)=O, Cl, O=C1OC(Cn2ccnn2)CN1c1ccc(-c2ccc(C3=NOC(CO)C3)nc2)c(F)c1, CN(C)C=O. The product is COCCC(=O)OCC1CC(c2ccc(-c3ccc(N4CC(Cn5ccnn5)OC4=O)cc3F)cn2)=NO1. Starting materials: ClC=1C=C(C(=NC1)C(=O)OCC)OCC(=O)OCC (ethyl 5-chloro-3-(2-ethoxy-2-oxoethoxy)picolinate), [O-]CC.[Na+] (sodium ethoxide), C(C)(=O)O (acetic acid), C(C)(=O)OCC (ethyl acetate). Solvent: C1(=CC=CC=C1)C (toluene). Yields the product ClC=1C=C2C(=NC1)C(=C(O2)C(=O)OCC)O (ethyl 6-chloro-3-hydroxyfuro[3,2-b]pyridine-2-carboxylate). Yield: 47.5%. RXN SMILES: [Cl:1][C:2]1[CH:3]=[C:4]([O:13][CH2:14][C:15]([O:17][CH2:18][CH3:19])=[O:16])[C:5]([C:8](OCC)=[O:9])=[N:6][CH:7]=1.[O-]CC.[Na+].C(OCC)(=O)C.C(O)(=O)C>C1(C)C=CC=CC=1>[Cl:1][C:2]1[CH:3]=[C:4]2[O:13][C:14]([C:15]([O:17][CH2:18][CH3:19])=[O:16])=[C:8]([OH:9])[C:5]2=[N:6][CH:7]=1 |f:1.2|. Procedure details: To a solution of ethyl 5-chloro-3-(2-ethoxy-2-oxoethoxy)picolinate (385 mg, 1.34 mmol) in toluene (10 ml) at 23° C. was added sodium ethoxide (200 mg, 2.94 mmol) and the reaction mixture was stirred at reflux overnight. To the yellow suspension was added some ice, ethyl acetate and set to pH=4 with acetic acid. The organic layer was separated and washed with sat NaHCO3 solution. The aqueous layers were reextracted with ethyl acetate, then dried over Na2SO4, filtered and evaporated to give the cr... Reactants: N=1ON=C2C1C=CC=C2C=O (2,1,3-benzoxadiazole-4-aldehyde), NC1=NNC=C1 (3-aminopyrazole), O=C(CC(=O)OCC)CCC (ethyl 3-ketohexanoate). The product is N=1ON=C2C1C=CC=C2C2C=1C(NC(=C2C(=O)OCC)CCC)=NNC1 (Ethyl 4-(2,1,3-benzoxadiazol-4-yl)-4,7-dihydro-6-propyl-2H-pyrazolo[3,4-b]pyridine-5-carboxylate). RXN SMILES: [N:1]1[O:2][N:3]=[C:4]2[C:9]([CH:10]=O)=[CH:8][CH:7]=[CH:6][C:5]=12.[NH2:12][C:13]1[CH:17]=[CH:16][NH:15][N:14]=1.O=[C:19]([CH2:26][CH2:27][CH3:28])[CH2:20][C:21]([O:23][CH2:24][CH3:25])=[O:22]>>[N:1]1[O:2][N:3]=[C:4]2[C:9]([CH:10]3[C:20]([C:21]([O:23][CH2:24][CH3:25])=[O:22])=[C:19]([CH2:26][CH2:27][CH3:28])[NH:12][C:13]4=[N:14][NH:15][CH:16]=[C:17]34)=[CH:8][CH:7]=[CH:6][C:5]=12. Reported procedure: The title compound was prepared from 2,1,3-benzoxadiazole-4-aldehyde, 3-aminopyrazole and ethyl 3-ketohexanoate in the same manner as in Example 39.